This data is from the Open Reaction Database (ORD), a public repository of structured organic reaction records. The task is: describe an organic reaction: reactants, conditions, products, and yield Reaction SMILES: [Cl:1][C:2]1[CH:3]=[C:4]([C:9]2[CH:14]=[CH:13][C:12]([CH2:15][C@@H:16]([NH:23][C:24]([C:26]3[CH:27]=[C:28]([C:35]4[CH:40]=[C:39]([C:41]([F:44])([F:43])[F:42])[CH:38]=[C:37]([C:45]([F:48])([F:47])[F:46])[CH:36]=4)[CH:29]=[CH:30][C:31]=3[O:32]CC)=[O:25])[C:17]3[O:21][N:20]=[C:19]([CH3:22])[N:18]=3)=[CH:11][CH:10]=2)[CH:5]=[CH:6][C:7]=1[F:8].B(Br)(Br)Br>>[Cl:1][C:2]1[CH:3]=[C:4]([C:9]2[CH:10]=[CH:11][C:12]([CH2:15][C@@H:16]([NH:23][C:24]([C:26]3[CH:27]=[C:28]([C:35]4[CH:36]=[C:37]([C:45]([F:46])([F:47])[F:48])[CH:38]=[C:39]([C:41]([F:43])([F:44])[F:42])[CH:40]=4)[CH:29]=[CH:30][C:31]=3[OH:32])=[O:25])[C:17]3[O:21][N:20]=[C:19]([CH3:22])[N:18]=3)=[CH:13][CH:14]=2)[CH:5]=[CH:6][C:7]=1[F:8]. Procedure details: 4-Hydroxy-3′,5′-bis-trifluoromethyl-biphenyl-3-carboxylic acid [2-(3′-chloro-4′-fluoro-biphenyl-4-yl)-1-(R)-(3-methyl-[1,2,4]oxadiazol-5-yl)-ethyl]-amide (48 mg) was prepared from 4-Ethoxy-3′,5′-bis-trifluoromethyl-biphenyl-3-carboxylic acid [2-(3′-chloro-4′-fluoro-biphenyl-4-yl)-1-(R)-(3-methyl-[1,2,4]oxadiazol-5-yl)-ethyl]-amide (69 mg, 0.10 mmol) and boron tribromide (0.25 mL, 0.25 mmol, 1.0 M solution in DCM) following the general procedure P. Reactants: ClC=1C=C(C=CC1F)C1=CC=C(C=C1)C[C@H](C1=NC(=NO1)C)NC(=O)C=1C=C(C=CC1OCC)C1=CC(=CC(=C1)C(F)(F)F)C(F)(F)F (4-Ethoxy-3′,5′-bis-trifluoromethyl-biphenyl-3-carboxylic acid [2-(3′-chloro-4′-fluoro-biphenyl-4-yl)-1-(R)-(3-methyl-[1,2,4]oxadiazol-5-yl)-ethyl]-amide), B(Br)(Br)Br (boron tribromide). Product: ClC=1C=C(C=CC1F)C1=CC=C(C=C1)C[C@H](C1=NC(=NO1)C)NC(=O)C=1C=C(C=CC1O)C1=CC(=CC(=C1)C(F)(F)F)C(F)(F)F (4-Hydroxy-3′,5′-bis-trifluoromethyl-biphenyl-3-carboxylic acid [2-(3′-chloro-4′-fluoro-biphenyl-4-yl)-1-(R)-(3-methyl-[1,2,4]oxadiazol-5-yl)-ethyl]-amide). Yield: 72.3%.